This data is from the Open Reaction Database (ORD), a public repository of structured organic reaction records. The task is: describe an organic reaction: reactants, conditions, products, and yield The reactants are CO (methanol), Cl.C(C1=CC=CC=C1)OC=1C(=C2CC[C@@H]([C@@H](C2=CC1)O)N(C)CC1=CC=CC=C1)C#N (cis-6-benzyloxy-2-(N-benzyl-N-methylamino)-5-cyano-1-hydroxy-1,2,3,4-tetrahydronaphthalene hydrochloride). Reagents/catalysts: [Pd] (palladium-on-carbon). The solvent is [H][H] (hydrogen). Yields the product Cl.C(#N)C1=C2CC[C@@H]([C@@H](C2=CC=C1O)O)NC (cis-5-cyano-1,6-dihydroxy-2-methylamino-1,2,3,4-tetrahydronaphthalene hydrochloride). Reaction SMILES: CO.[ClH:3].C([O:11][C:12]1[C:13]([C:32]#[N:33])=[C:14]2[C:19](=[CH:20][CH:21]=1)[C@@H:18]([OH:22])[C@@H:17]([N:23](CC1C=CC=CC=1)[CH3:24])[CH2:16][CH2:15]2)C1C=CC=CC=1>[H][H].[Pd]>[ClH:3].[C:32]([C:13]1[C:12]([OH:11])=[CH:21][CH:20]=[C:19]2[C:14]=1[CH2:15][CH2:16][C@H:17]([NH:23][CH3:24])[C@@H:18]2[OH:22])#[N:33] |f:1.2,5.6|. Procedure: In 30 ml. of methanol are suspended 250 mg. of cis-6-benzyloxy-2-(N-benzyl-N-methylamino)-5-cyano-1-hydroxy-1,2,3,4-tetrahydronaphthalene hydrochloride and 5 % palladium-on-carbon, and the mixture is agitated in hydrogen streams at room temperature for 30 minutes. After the reaction, the catalyst is filtered off and the filtrate is concentrated under reduced pressure. The procedure provides cis-5-cyano-1,6-dihydroxy-2-methylamino-1,2,3,4-tetrahydronaphthalene hydrochloride as a white precipitate...